This data is from the Open Reaction Database (ORD), a public repository of structured organic reaction records. The task is: describe an organic reaction: reactants, conditions, products, and yield The reactants are CC(=O)[O-], COC(=O)c1nc(CCl)n2c1CN=C(c1ccccc1Cl)c1cc(Cl)ccc1-2, [Na+], CN(C)C=O. Product: COC(=O)c1nc(COC(C)=O)n2c1CN=C(c1ccccc1Cl)c1cc(Cl)ccc1-2. As a reaction SMILES: [CH3:30][C:31]([O-:32])=[O:33].[Cl:1][c:2]1[cH:3][cH:4][c:5]2[c:6]([cH:28]1)[C:7]([c:21]1[c:22]([Cl:27])[cH:23][cH:24][cH:25][cH:26]1)=[N:8][CH2:9][c:10]1[n:11]-2[c:12]([CH2:19][Cl:20])[n:13][c:14]1[C:15](=[O:16])[O:17][CH3:18].[Na+:29].[O:34]=[CH:35][N:36]([CH3:37])[CH3:38]>>[Cl:1][c:2]1[cH:3][cH:4][c:5]2[c:6]([cH:28]1)[C:7]([c:21]1[c:22]([Cl:27])[cH:23][cH:24][cH:25][cH:26]1)=[N:8][CH2:9][c:10]1[n:11]-2[c:12]([CH2:19][O:33][C:31]([CH3:30])=[O:32])[n:13][c:14]1[C:15](=[O:16])[O:17][CH3:18]. The reactants are C(=O)(O)[O-].[Na+] (NaHCO3), BrC1=C(N)C=CC=C1 (2-Bromoaniline), C(C=CC1=CC=CC=C1)Cl (cinnamyl chloride), N1=CC=CC=C1 (Pyridine). The solvent is C(Cl)Cl (DCM). Reaction conditions: time 8 hour. The product is BrC1=C(C=CC=C1)NC(C=CC1=CC=CC=C1)=O (N-(2-Bromo-phenyl)-3-phenyl-acrylamide). Reaction SMILES: [Br:1][C:2]1[CH:8]=[CH:7][CH:6]=[CH:5][C:3]=1[NH2:4].N1C=CC=CC=1.[CH2:15](Cl)[CH:16]=[CH:17][C:18]1[CH:23]=[CH:22][CH:21]=[CH:20][CH:19]=1.C([O-])(O)=[O:26].[Na+]>C(Cl)Cl>[Br:1][C:2]1[CH:8]=[CH:7][CH:6]=[CH:5][C:3]=1[NH:4][C:15](=[O:26])[CH:16]=[CH:17][C:18]1[CH:23]=[CH:22][CH:21]=[CH:20][CH:19]=1 |f:3.4|. Reported procedure: 2-Bromoaniline (48.41 g, 281.4 mMol) was dissolved in 500 mL of anhydrous DCM under an atmosphere of dry N2. Pyridine (45.5 mL, 563 mMol) was then added and the reaction was subsequently cooled to 0° C. after which time cinnamyl chloride (46.9 g, 281.4 mMol) was added. The reaction mixture was slowly warmed up to ambient temperature and then stirred overnight at ambient temperature. The reaction was diluted with 300 mL of saturated aqueous NaHCO3 and then extracted with DCM. The DCM layer was th... Reactants: C(C)N1C=C(C(C2=CC(=C(C(=C12)F)F)F)=O)C(=O)O (1-ethyl-6,7,8-trifluoro-4-oxo-1,4-dihydroquinoline-3-carboxylic acid), C1NCCC12CNCC2 (2,7-diazaspiro[4.4]nonane). Run in C(C)#N (acetonitrile). Run at time 2 day. Product: C(C)N1C=C(C(C2=CC(=C(C(=C12)F)N1CC2(CC1)CNCC2)F)=O)C(=O)O (1-Ethyl-6,8-difluoro-1,4-dihydro-7-(2,7-diazaspiro[4.4]non-2-yl)-4-oxo-3-quinolinecarboxylic acid). The yield is 103.3%. As a reaction SMILES: [CH2:1]([N:3]1[C:12]2[C:7](=[CH:8][C:9]([F:15])=[C:10](F)[C:11]=2[F:13])[C:6](=[O:16])[C:5]([C:17]([OH:19])=[O:18])=[CH:4]1)[CH3:2].[CH2:20]1[C:24]2([CH2:28][CH2:27][NH:26][CH2:25]2)[CH2:23][CH2:22][NH:21]1>C(#N)C>[CH2:1]([N:3]1[C:12]2[C:7](=[CH:8][C:9]([F:15])=[C:10]([N:21]3[CH2:22][CH2:23][C:24]4([CH2:28][CH2:27][NH:26][CH2:25]4)[CH2:20]3)[C:11]=2[F:13])[C:6](=[O:16])[C:5]([C:17]([OH:19])=[O:18])=[CH:4]1)[CH3:2]. Reported procedure: A suspension of 0.81 g (3.0 mmol) 1-ethyl-6,7,8-trifluoro-4-oxo-1,4-dihydroquinoline-3-carboxylic acid in 40 ml acetonitrile was treated with 0.80 g (6.3 mmol) 2,7-diazaspiro[4.4]nonane [J. Org. Chem. 46, 2757 (1981)] and the mixture stirred two days at room temperature, refluxed 1.5 hours, cooled, and filtered to afford 1.17 g of the title compound, mp 234°-240° C. (dec). Starting materials: CCOC(C)=O, CCOCC, CN(C)C=O, CC(C)c1cccc(C(C)C)c1N=C=O, CCN(C(C)C)C(C)C, Cl, Cl, Cl, Cn1c(COc2ccc(CC3SC(=O)NC3=O)cc2)nc2ccc(Oc3ccc(CCN)cc3)cc21, C1CCOC1. The product is Cl, CC(C)c1cccc(C(C)C)c1NC(=O)NCCc1ccc(Oc2ccc3nc(COc4ccc(CC5SC(=O)NC5=O)cc4)n(C)c3c2)cc1. Reaction SMILES: [CH3:69][CH2:70][O:71][C:72](=[O:73])[CH3:74].[CH3:75][CH2:76][O:77][CH2:78][CH3:79].[CH3:80][N:81]([CH3:82])[CH:83]=[O:84].[CH:39]([CH3:40])([CH3:41])[c:42]1[c:43]([N:51]=[C:52]=[O:53])[c:44]([CH:48]([CH3:49])[CH3:50])[cH:45][cH:46][cH:47]1.[CH:54]([N:55]([CH2:56][CH3:57])[CH:58]([CH3:59])[CH3:60])([CH3:61])[CH3:62].[ClH:1].[ClH:2].[ClH:63].[NH2:3][CH2:4][CH2:5][c:6]1[cH:7][cH:8][c:9]([O:10][c:11]2[cH:12][cH:13][c:14]3[c:15]([n:16]([CH3:35])[c:17]([CH2:19][O:20][c:21]4[cH:22][cH:23][c:24]([CH2:25][CH:26]5[C:27](=[O:32])[NH:28][C:29](=[O:31])[S:30]5)[cH:33][cH:34]4)[n:18]3)[cH:36]2)[cH:37][cH:38]1.[O:64]1[CH2:65][CH2:66][CH2:67][CH2:68]1>>[ClH:1].[NH:3]([CH2:4][CH2:5][c:6]1[cH:7][cH:8][c:9]([O:10][c:11]2[cH:12][cH:13][c:14]3[c:15]([n:16]([CH3:35])[c:17]([CH2:19][O:20][c:21]4[cH:22][cH:23][c:24]([CH2:25][CH:26]5[C:27](=[O:32])[NH:28][C:29](=[O:31])[S:30]5)[cH:33][cH:34]4)[n:18]3)[cH:36]2)[cH:37][cH:38]1)[C:52]([NH:51][c:43]1[c:42]([CH:39]([CH3:40])[CH3:41])[cH:47][cH:46][cH:45][c:44]1[CH:48]([CH3:49])[CH3:50])=[O:53]. Reactants: N#Cc1cccc(CBr)c1, Cc1ncc(CNc2ccc(-c3ccccc3S(=O)(=O)NC(C)(C)C)cc2)c(CO)c1O, O=C([O-])[O-], [K+], [K+], CN(C)C=O. The product is Cc1ncc(CNc2ccc(-c3ccccc3S(=O)(=O)NC(C)(C)C)cc2)c(CO)c1OCc1cccc(C#N)c1. RXN SMILES: [Br:33][CH2:34][c:35]1[cH:36][c:37]([C:41]#[N:42])[cH:38][cH:39][cH:40]1.[C:1]([CH3:2])([CH3:3])([CH3:4])[NH:5][S:6](=[O:7])(=[O:8])[c:9]1[c:10](-[c:15]2[cH:16][cH:17][c:18]([NH:21][CH2:22][c:23]3[cH:24][n:25][c:26]([CH3:32])[c:27]([OH:31])[c:28]3[CH2:29][OH:30])[cH:19][cH:20]2)[cH:11][cH:12][cH:13][cH:14]1.[C:43](=[O:44])([O-:45])[O-:46].[K+:47].[K+:48].[O:49]=[CH:50][N:51]([CH3:52])[CH3:53]>>[C:1]([CH3:2])([CH3:3])([CH3:4])[NH:5][S:6](=[O:7])(=[O:8])[c:9]1[c:10](-[c:15]2[cH:16][cH:17][c:18]([NH:21][CH2:22][c:23]3[cH:24][n:25][c:26]([CH3:32])[c:27]([O:31][CH2:34][c:35]4[cH:36][c:37]([C:41]#[N:42])[cH:38][cH:39][cH:40]4)[c:28]3[CH2:29][OH:30])[cH:19][cH:20]2)[cH:11][cH:12][cH:13][cH:14]1. Reactants: C[O-].[Na+] (sodium methoxide), C(#N)CC(=O)N (2-cyanoacetamide), ClC1=CC=C(C(=O)C2=C(C=C(CN=[N+]=[N-])C=C2Cl)Cl)C=C1 (4-(4-chlorobenzoyl)-3,5-dichlorobenzyl azide). Solvent: C(C)O (ethanol). The product is NC1=C(N=NN1CC1=CC(=C(C(=C1)Cl)C(C1=CC=C(C=C1)Cl)=O)Cl)C(=O)N (5-amino-1(4-[4-chlorobenzoyl]-3,5-dichlorobenzyl)-1,2,3-triazole-4-carboxamide). The yield is 41.2%. RXN SMILES: [C:1]([CH2:3][C:4]([NH2:6])=[O:5])#[N:2].C[O-].[Na+].[Cl:10][C:11]1[CH:30]=[CH:29][C:14]([C:15]([C:17]2[C:26]([Cl:27])=[CH:25][C:20]([CH2:21][N:22]=[N+:23]=[N-:24])=[CH:19][C:18]=2[Cl:28])=[O:16])=[CH:13][CH:12]=1>C(O)C>[NH2:2][C:1]1[N:22]([CH2:21][C:20]2[CH:19]=[C:18]([Cl:28])[C:17]([C:15](=[O:16])[C:14]3[CH:29]=[CH:30][C:11]([Cl:10])=[CH:12][CH:13]=3)=[C:26]([Cl:27])[CH:25]=2)[N:23]=[N:24][C:3]=1[C:4]([NH2:6])=[O:5] |f:1.2|. Procedure details: A suspension of 2-cyanoacetamide (149 mg, 1.77 mmol) in ethanol (5 ml) was refluxed 20 minutes with sodium methoxide (93 mg, 1.72 mmol), cooled slightly, treated with 4-(4-chlorobenzoyl)-3,5-dichlorobenzyl azide (450 mg, 1.32 mmol), and refluxed 1 hour. The mixture was cooled, evaporated under vacuum, and chromatographed on a column of silica gel (50 g), eluted with 19:1 (v/v) dichloromethane-methanol to provide 231 mg (41%) of 5-amino-1(4-[4-chlorobenzoyl]-3,5-dichlorobenzyl)-1,2,3-triazole-4-c... Reactants: Cc1cc(-c2ccccc2)n[nH]c1=O, O=P(Cl)(Cl)Cl. Yields the product Cc1cc(-c2ccccc2)nnc1Cl. As a reaction SMILES: [CH3:1][c:2]1[c:3](=[O:14])[nH:4][n:5][c:6](-[c:8]2[cH:9][cH:10][cH:11][cH:12][cH:13]2)[cH:7]1.[P:15]([Cl:16])([Cl:17])([Cl:18])=[O:19]>>[CH3:1][c:2]1[c:3]([Cl:17])[n:4][n:5][c:6](-[c:8]2[cH:9][cH:10][cH:11][cH:12][cH:13]2)[cH:7]1.